From a dataset of the Open Reaction Database (ORD), a public repository of structured organic reaction records. describe an organic reaction: reactants, conditions, products, and yield Starting materials: Cc1ccccc1, O=C=NC1CCCCC1, Clc1ccc(-n2nc3ccccc3c2NC2CCOCC2)cc1. The product is O=C(NC1CCCCC1)N(c1c2ccccc2nn1-c1ccc(Cl)cc1)C1CCOCC1. Reaction SMILES: [CH3:33][c:34]1[cH:35][cH:36][cH:37][cH:38][cH:39]1.[CH:24]1([N:30]=[C:31]=[O:32])[CH2:25][CH2:26][CH2:27][CH2:28][CH2:29]1.[Cl:1][c:2]1[cH:3][cH:4][c:5](-[n:8]2[n:9][c:10]3[cH:11][cH:12][cH:13][cH:14][c:15]3[c:16]2[NH:17][CH:18]2[CH2:19][CH2:20][O:21][CH2:22][CH2:23]2)[cH:6][cH:7]1>>[Cl:1][c:2]1[cH:3][cH:4][c:5](-[n:8]2[n:9][c:10]3[cH:11][cH:12][cH:13][cH:14][c:15]3[c:16]2[N:17]([CH:18]2[CH2:19][CH2:20][O:21][CH2:22][CH2:23]2)[C:31]([NH:30][CH:24]2[CH2:25][CH2:26][CH2:27][CH2:28][CH2:29]2)=[O:32])[cH:6][cH:7]1. The reactants are Cl.ClCCNCCCl (N,N-bis(2-chloroethyl)amine hydrochloride), C(C1=CC=CC=C1)Br (benzyl bromide), CN(C)C=O (DMF). The solvent is C(C)N(CC)CC (triethylamine). Run at time 8 hour. The product is ClCCN(CCCl)CC1=CC=CC=C1 (N,N-Bis(2-chloroethyl)benzylamine). RXN SMILES: Cl.[Cl:2][CH2:3][CH2:4][NH:5][CH2:6][CH2:7][Cl:8].[CH2:9](Br)[C:10]1[CH:15]=[CH:14][CH:13]=[CH:12][CH:11]=1.CN(C=O)C>C(N(CC)CC)C>[Cl:2][CH2:3][CH2:4][N:5]([CH2:9][C:10]1[CH:15]=[CH:14][CH:13]=[CH:12][CH:11]=1)[CH2:6][CH2:7][Cl:8] |f:0.1|. Procedure: An ice bath is used to cool a mixture of 150 g of N,N-bis(2-chloroethyl)amine hydrochloride and 100 ml of benzyl bromide in 1 000 ml of DMF and then 120 ml of triethylamine are added dropwise and the mixture is left with stirring at AT overnight. The reaction mixture is concentrated under vacuum, the residue is taken up in water and extracted 3 times with ether, the organic phases are dried over Na2SO4 and the solvent is evaporated under vacuum. This gives 113 g of the expected product.